Dataset: the Open Reaction Database (ORD), a public repository of structured organic reaction records. Task: describe an organic reaction: reactants, conditions, products, and yield The reactants are BrC1=CC=C(O1)C=C1C(NC2=CC=C(C=C12)Cl)=O (3-((5-bromofuran-2-yl)methylene)-5-chloroindolin-2-one), C(=O)([O-])[O-].[Cs+].[Cs+] (Cs2CO3), CC1(OB(OC1(C)C)C=1C=C(OCCN2CCOCC2)C=CC1)C (4-(2-(3-(4,4,5,5-tetramethyl-1,3,2-dioxaborolan-2-yl)phenoxy)ethyl)morpholine). The solvent is O1CCOCC1.O (dioxane water). Run at temperature 120 celsius. Yields the product ClC=1C=C2C(C(NC2=CC1)=O)=CC=1OC(=CC1)C1=CC(=CC=C1)OCCN1CCOCC1 (5-chloro-3-((5-(3-(2-morpholinoethoxy)phenyl)furan-2-yl)methylene)indolin-2-one). Reaction SMILES: Br[C:2]1[O:6][C:5]([CH:7]=[C:8]2[C:16]3[C:11](=[CH:12][CH:13]=[C:14]([Cl:17])[CH:15]=3)[NH:10][C:9]2=[O:18])=[CH:4][CH:3]=1.C([O-])([O-])=O.[Cs+].[Cs+].CC1(C)C(C)(C)OB([C:33]2[CH:34]=[C:35]([CH:45]=[CH:46][CH:47]=2)[O:36][CH2:37][CH2:38][N:39]2[CH2:44][CH2:43][O:42][CH2:41][CH2:40]2)O1>O1CCOCC1.O>[Cl:17][C:14]1[CH:15]=[C:16]2[C:11](=[CH:12][CH:13]=1)[NH:10][C:9](=[O:18])[C:8]2=[CH:7][C:5]1[O:6][C:2]([C:46]2[CH:47]=[CH:33][CH:34]=[C:35]([O:36][CH2:37][CH2:38][N:39]3[CH2:40][CH2:41][O:42][CH2:43][CH2:44]3)[CH:45]=2)=[CH:3][CH:4]=1 |f:1.2.3,5.6|. Procedure details: To 3-((5-bromofuran-2-yl)methylene)-5-chloroindolin-2-one (50 mg, 0.155 mmol) in dioxane/water (5% water) was added Cs2CO3 (152 mg, 0.466 mmol) and 4-(2-(3-(4,4,5,5-tetramethyl-1,3,2-dioxaborolan-2-yl)phenoxy)ethyl)morpholine (62 mg, 0.186 mmol). The mixture was degassed with nitrogen for 5 minutes then heated in microwave for 20 minutes at 120° C. The solution was diluted with water and the solid formed was isolated by filtration. The solid was purified by HPLC to yield 5-chloro-3-((5-(3-(2-mor... Reported procedure: To a solution of 1,2,3,4-tetrahydro-6-methoxyisoquinoline (3.29 g), hydroxybenzotriazole monohydrate (5.72 g) and 3-(2-thienyl)propanoic acid (3.31 g) in 280 ml of dry tetrahydrofuran (THF) at 0° C. was added DCC (4.37 g) in one portion. The reaction was allowed to warm to room temperature and stirred overnight. The reaction was filtered and concentrated. The residue was taken up into 200 ml of ethyl acetate (EtOAc) refiltered, washed with 5% aq. HCl (50 ml), 5% aq. NaCl (50 ml), 10% aq. KOH (50... Reaction conditions: time 8 hour. The reactants are COC=1C=C2CCNCC2=CC1 (1,2,3,4-tetrahydro-6-methoxyisoquinoline), O.OC1=CC=CC=2NN=NC21 (hydroxybenzotriazole monohydrate), S1C(=CC=C1)CCC(=O)O (3-(2-thienyl)propanoic acid), C1CCC(CC1)N=C=NC2CCCCC2 (DCC). Run in O1CCCC1 (tetrahydrofuran). Yields the product COC=1C=C2CCN(CC2=CC1)C(CCC=1SC=CC1)=O (1,2,3,4-Tetrahydro-6-methoxy-N-3-(2-thienyl)propionylisoquinoline). Yield: 74.7%. As a reaction SMILES: [CH3:1][O:2][C:3]1[CH:4]=[C:5]2[C:10](=[CH:11][CH:12]=1)[CH2:9][NH:8][CH2:7][CH2:6]2.O.OC1C2N=NNC=2C=CC=1.[S:24]1[CH:28]=[CH:27][CH:26]=[C:25]1[CH2:29][CH2:30][C:31](O)=[O:32].C1CCC(N=C=NC2CCCCC2)CC1>O1CCCC1>[CH3:1][O:2][C:3]1[CH:4]=[C:5]2[C:10](=[CH:11][CH:12]=1)[CH2:9][N:8]([C:31](=[O:32])[CH2:30][CH2:29][C:25]1[S:24][CH:28]=[CH:27][CH:26]=1)[CH2:7][CH2:6]2 |f:1.2|. Starting materials: II (I2), BrC=1C=CC(=NC1)N (5-bromopyridin-2-amine), Na2S2O5. Run in CS(=O)C (DMSO). Conditions: temperature 100 celsius, time 4 hour. The product is BrC=1C=C(C(=NC1)N)I (5-bromo-3-iodopyridin-2-amine). The yield is 46.3%. As a reaction SMILES: [I:1]I.[Br:3][C:4]1[CH:5]=[CH:6][C:7]([NH2:10])=[N:8][CH:9]=1>CS(C)=O>[Br:3][C:4]1[CH:5]=[C:6]([I:1])[C:7]([NH2:10])=[N:8][CH:9]=1. Reported procedure: I2 (8.81 g, 34.7 mmol, 1.2 equiv.) was added to a solution of 5-bromopyridin-2-amine (5.00 g, 28.9 mmol) in DMSO (30 mL), and the resulting mixture was stirred at 100° C. for 4 h. After standing at 25° C. for 12 h, the reaction mixture was poured onto a saturated Na2S2O5 aqueous solution (20 mL), and extracted with EtOAc (3×50 mL). The combined organic layers were washed with brine, dried over anhydrous MgSO4 and concentrated in vacuo. The residue was purified by column chromatography on silica ... Starting materials: O[C@@](C(=O)O)(C)C1=CC=CC=C1 ((2S)-2-hydroxy-2-phenylpropanoic acid), CN[C@@H]1CCC=2N(C3=CC=CC=C3C2CC(=O)OCCC)C1 (propyl [(7R)-7-(methylamino)-6,7,8,9-tetrahydropyrido[1,2-a]indol-10-yl]acetate), (+ES I ). The product is O[C@@](C(=O)N([C@@H]1CCC=2N(C3=CC=CC=C3C2CC(=O)O)C1)C)(C)C1=CC=CC=C1 ([(7R)-7-{[(2S)-2-hydroxy-2-phenylpropanoyl](methyl)amino}-6,7,8,9-tetrahydropyrido[1,2-a]-indol-10-yl]acetic acid). RXN SMILES: [OH:1][C@:2]([C:7]1[CH:12]=[CH:11][CH:10]=[CH:9][CH:8]=1)([CH3:6])[C:3]([OH:5])=O.[CH3:13][NH:14][C@H:15]1[CH2:34][N:19]2[C:20]3[C:25]([C:26]([CH2:27][C:28]([O:30]CCC)=[O:29])=[C:18]2[CH2:17][CH2:16]1)=[CH:24][CH:23]=[CH:22][CH:21]=3>>[OH:1][C@:2]([C:7]1[CH:12]=[CH:11][CH:10]=[CH:9][CH:8]=1)([CH3:6])[C:3]([N:14]([CH3:13])[C@H:15]1[CH2:34][N:19]2[C:20]3[C:25]([C:26]([CH2:27][C:28]([OH:30])=[O:29])=[C:18]2[CH2:17][CH2:16]1)=[CH:24][CH:23]=[CH:22][CH:21]=3)=[O:5]. Procedure details: The title compound was prepared using analogous procedures described in Example 1 (Method A) from (2S)-2-hydroxy-2-phenylpropanoic acid and propyl [(7R)-7-(methylamino)-6,7,8,9-tetrahydropyrido[1,2-a]indol-10-yl]acetate. MS (+ES I) m/z: 407. Starting materials: Clc1ccc(OCC2(c3ccc(Br)s3)CO2)cc1, O=C([O-])[O-], CC#N, [K+], [K+], c1nc[nH]n1. The product is OC(COc1ccc(Cl)cc1)(Cn1cncn1)c1ccc(Br)s1. Reaction SMILES: [Br:1][c:2]1[s:3][c:4]([C:7]2([CH2:10][O:11][c:12]3[cH:13][cH:14][c:15]([Cl:18])[cH:16][cH:17]3)[O:8][CH2:9]2)[cH:5][cH:6]1.[C:24](=[O:25])([O-:26])[O-:27].[CH3:30][C:31]#[N:32].[K+:28].[K+:29].[nH:19]1[n:20][cH:21][n:22][cH:23]1>>[Br:1][c:2]1[s:3][c:4]([C:7]([OH:8])([CH2:9][n:19]2[n:20][cH:21][n:22][cH:23]2)[CH2:10][O:11][c:12]2[cH:13][cH:14][c:15]([Cl:18])[cH:16][cH:17]2)[cH:5][cH:6]1. Reactants: C(=O)(C(F)(F)F)O (TFA), FC1=C(C=C(C=C1)F)[C@@H]1N(CCC1)C1=CC=2N(C=C1)N=CC2C(=O)N2C1CN(CC2CC1)C(=O)OC(C)(C)C (tert-butyl 8-(5-((R)-2-(2,5-difluorophenyl)pyrrolidin-1-yl)pyrazolo[1,5-a]pyridine-3-carbonyl)-3,8-diazabicyclo[3.2.1]octane-3-carboxylate). The solvent is C(Cl)Cl (DCM), CCOC(=O)C (EtOAc). Reaction conditions: time 15 hour. The product is C12CNCC(CC1)N2C(=O)C=2C=NN1C2C=C(C=C1)N1[C@H](CCC1)C1=C(C=CC(=C1)F)F (3,8-diazabicyclo[3.2.1]octan-8-yl(5-((R)-2-(2,5-difluorophenyl)pyrrolidin-1-yl)pyrazolo[1,5-a]pyridin-3-yl)methanone). The yield is 15.4%. RXN SMILES: C(O)(C(F)(F)F)=O.[F:8][C:9]1[CH:14]=[CH:13][C:12]([F:15])=[CH:11][C:10]=1[C@H:16]1[CH2:20][CH2:19][CH2:18][N:17]1[C:21]1[CH:26]=[CH:25][N:24]2[N:27]=[CH:28][C:29]([C:30]([N:32]3[CH:37]4[CH2:38][CH2:39][CH:33]3[CH2:34][N:35](C(OC(C)(C)C)=O)[CH2:36]4)=[O:31])=[C:23]2[CH:22]=1>C(Cl)Cl.CCOC(C)=O>[CH:33]12[N:32]([C:30]([C:29]3[CH:28]=[N:27][N:24]4[CH:25]=[CH:26][C:21]([N:17]5[CH2:18][CH2:19][CH2:20][C@@H:16]5[C:10]5[CH:11]=[C:12]([F:15])[CH:13]=[CH:14][C:9]=5[F:8])=[CH:22][C:23]=34)=[O:31])[CH:37]([CH2:38][CH2:39]1)[CH2:36][NH:35][CH2:34]2. Reported procedure: TFA (1.2 mL) was added to a solution of tert-butyl 8-(5-((R)-2-(2,5-difluorophenyl)pyrrolidin-1-yl)pyrazolo[1,5-a]pyridine-3-carbonyl)-3,8-diazabicyclo[3.2.1]octane-3-carboxylate (200 mg, 0.37 mmol) in DCM (2 mL) at 0° C. and stirring was continued at 20-35° C. for 15 h. The reaction mixture was concentrated under reduced pressure to afford the crude, which was diluted with EtOAc, washed with saturated NaHCO3 solution, dried over anhydrous sodium sulphate to afford the crude. The crude compound ... Reactants: BrC=1C=CC(=C(C=O)C1)C (5-bromo-2-methylbenzaldehyde), C(C)#N (acetonitrile). Product: BrC=1C=CC(=C(C1)C(CC#N)O)C (3-(5-bromo-2-methylphenyl)-3-hydroxypropanenitrile). As a reaction SMILES: [Br:1][C:2]1[CH:3]=[CH:4][C:5]([CH3:10])=[C:6]([CH:9]=1)[CH:7]=[O:8].[C:11](#[N:13])[CH3:12]>>[Br:1][C:2]1[CH:3]=[CH:4][C:5]([CH3:10])=[C:6]([CH:7]([OH:8])[CH2:12][C:11]#[N:13])[CH:9]=1. Reported procedure: Alkylation of 5-bromo-2-methylbenzaldehyde with acetonitrile following the method used in Example 114 gave 3-(5-bromo-2-methylphenyl)-3-hydroxypropanenitrile as a pale yellow oil. Yield (3.33 g, 86%): 1H NMR (400 MHz, DMSO-d6) δ 7.61 (d, J=2.0 Hz, 1H), 7.35 (dd, J=8.0, 2.0 Hz, 1H), 7.09 (d, J=8.0 Hz, 1H), 5.96 (d, J=4.4 Hz, 1H), 5.04-5.00 (m, 1H), 2.88 (ABd, J=16.8, 4.4 Hz, 1H), 2.77 (ABd, J=16.8, 6.4 Hz, 1H), 2.23 (s, 3H).